This data is from the Open Reaction Database (ORD), a public repository of structured organic reaction records. The task is: describe an organic reaction: reactants, conditions, products, and yield The reactants are C1CN(CCN1CCO)CCS(=O)(=O)O (HEPES), C1CN(CCN1CCO)CCS(=O)(=O)O (HEPES), mixture, C([C@H]([C@@H](CS)O)O)S (DTT), [F-].[K+] (Potassium fluoride), Dithiothreitol(DTT), [F-].[K+] (KF). Yields the product CC(C)=CCC\C(\C)=C\CC\C(\C)=C\CC\C=C(/C)\CC\C=C(/C)\CCC=C(C)C (Squalene). As a reaction SMILES: C1N(CCO)CCN([CH2:10][CH2:11]S(O)(=O)=O)C1.[F-].[K+].[CH2:18](S)[C@@H:19](O)[C@H:20](O)[CH2:21]S>>[CH3:18][C:19](=[CH:20][CH2:21][CH2:18]/[C:19](=[CH:20]/[CH2:21][CH2:10]/[C:11](=[CH:10]/[CH2:11][CH2:18]/[CH:19]=[C:20](/[CH2:21][CH2:18]/[CH:19]=[C:20](/[CH2:10][CH2:11][CH:10]=[C:10]([CH3:11])[CH3:11])\[CH3:21])\[CH3:21])/[CH3:20])/[CH3:19])[CH3:18] |f:1.2|. Procedure: Buffer mixture contains 270 mM HEPES, pH 7.5, 20 mM Potassium fluoride and 5.4 mM Dithiothreitol(DTT). 55 μl of this mixture was used per assay. The final concentrations of HEPES, KF and DTT in the assay are 150 mM, 11 mM and 3 mM respectively. The reactants are Cl.Cl.CC(C(C(O)C1=CC=CC=C1)NCCCN1CCCCC1)C ((1RS,2SR)-3-Methyl-1-phenyl-2-(3-piperidinopropylamino)butane-1-ol dihydrochloride), ClC(=O)OC(Cl)(Cl)Cl (trichloromethyl chloroformate), solution, ClC(=O)OC(Cl)(Cl)Cl (TCF), [OH-].[Na+] (sodium hydroxide), CCOCC (ether), ClC(=O)OC(Cl)(Cl)Cl (TCF). Solvent: C1(=CC=CC=C1)C (toluene). Yields the product CC(C)C1N(C(OC1C1=CC=CC=C1)=O)CCCN1CCCCC1 ((4RS,5SR)-4-(1-methylethyl)-5-phenyl-3-(3-piperidinopropyl)-1,3-oxazolidine-2-one). Isolated yield 93.0%. As a reaction SMILES: Cl.Cl.[CH3:3][CH:4]([CH3:24])[CH:5]([NH:14][CH2:15][CH2:16][CH2:17][N:18]1[CH2:23][CH2:22][CH2:21][CH2:20][CH2:19]1)[CH:6]([C:8]1[CH:13]=[CH:12][CH:11]=[CH:10][CH:9]=1)[OH:7].[OH-].[Na+].C[CH2:28][O:29]CC.ClC(OC(Cl)(Cl)Cl)=O>C1(C)C=CC=CC=1>[CH3:3][CH:4]([CH:5]1[CH:6]([C:8]2[CH:13]=[CH:12][CH:11]=[CH:10][CH:9]=2)[O:7][C:28](=[O:29])[N:14]1[CH2:15][CH2:16][CH2:17][N:18]1[CH2:19][CH2:20][CH2:21][CH2:22][CH2:23]1)[CH3:24] |f:0.1.2,3.4|. Procedure: (1RS,2SR)-3-Methyl-1-phenyl-2-(3-piperidinopropylamino)butane-1-ol dihydrochloride (755 mg, 2.00 mmol) was suspended in a 10% aqueons solution of sodium hydroxide (12 ml), followed by addition of ether (28 ml). The mixture was stirred and, when became clear, ice-cooled. A 20% solution of trichloromethyl chloroformate (hereinafter referred to simply as "TCF") in toluene (4.0 ml) was added dropwise over one hour. After completion of the TCF addition, the mixture was stirred at room temperature for...